This data is from the Open Reaction Database (ORD), a public repository of structured organic reaction records. The task is: describe an organic reaction: reactants, conditions, products, and yield Starting materials: C(C)N(CC(=O)C1=CC=CC2=CC=CC=C12)CC (2-(diethylamino)-1-(naphthalen-1-yl)ethanone), [OH-].[K+] (potassium hydroxide), Cl.NO (hydroxylamine hydrochloride). Run in CO (methanol), CO (methanol), O (water). Run at time 8 hour. Yields the product C(C)N(CC(=NO)C1=CC=CC2=CC=CC=C12)CC (2-(Diethylamino)-1-(naphthalen-1-yl)ethanone oxime). As a reaction SMILES: [OH-:1].[K+].Cl.[NH2:4]O.[CH2:6]([N:8]([CH2:22][CH3:23])[CH2:9][C:10]([C:12]1[C:21]2[C:16](=[CH:17][CH:18]=[CH:19][CH:20]=2)[CH:15]=[CH:14][CH:13]=1)=O)[CH3:7]>CO.O>[CH2:6]([N:8]([CH2:22][CH3:23])[CH2:9][C:10]([C:12]1[C:21]2[C:16](=[CH:17][CH:18]=[CH:19][CH:20]=2)[CH:15]=[CH:14][CH:13]=1)=[N:4][OH:1])[CH3:7] |f:0.1,2.3|. Procedure details: To a cooled solution of 97.6 g (1.48 mol) of potassium hydroxide in 320 mL of methanol add a solution of 20.8 g (0.3 mol) of hydroxylamine hydrochloride in 48 mL of water at 20° C. To this basic solution add a solution of 16 g (0.064 mol) of 2-(diethylamino)-1-(naphthalen-1-yl)ethanone in 20.8 mL of methanol at 20° C. Stir the reaction mixture overnight. The reaction mixture is concentrated in vacuo. Add methylene chloride and extract with 3×200 mL of water. Dry the organic layer over sodium sul... Starting materials: C(C1=CC=CC=C1)ON(CCCCC#N)C(CCCCNOCC1=CC=CC=C1)=O (6,12-Bis(benzyloxy)-7-oxo-6,12-diazadodecanenitrile), ClCCCCC(=O)Cl (5-chlorovaleryl chloride), C(C1=CC=CC=C1)ON(C(CCCCCl)=O)CCCCC#N (N-(Benzyloxy)-N-(4-cyanobutyl)-5-chloropentanamide). The solvent is C(Cl)Cl (CH2Cl2), [OH-].[Na+] (NaOH). The product is ClCCCCC(N(CCCCC(N(CCCCC#N)OCC1=CC=CC=C1)=O)OCC1=CC=CC=C1)=O (17-Chloro-6,12-bis(benzyloxy)-7,13-dioxo-6,12-diazaheptadecanenitrile). As a reaction SMILES: [CH2:1]([O:8][N:9]([C:16](=[O:30])[CH2:17][CH2:18][CH2:19][CH2:20][NH:21][O:22][CH2:23][C:24]1[CH:29]=[CH:28][CH:27]=[CH:26][CH:25]=1)[CH2:10][CH2:11][CH2:12][CH2:13][C:14]#[N:15])[C:2]1[CH:7]=[CH:6][CH:5]=[CH:4][CH:3]=1.[Cl:31][CH2:32][CH2:33][CH2:34][CH2:35][C:36](Cl)=[O:37].C(ON(CCCCC#N)C(=O)CCCCCl)C1C=CC=CC=1>C(Cl)Cl.[OH-].[Na+]>[Cl:31][CH2:32][CH2:33][CH2:34][CH2:35][C:36](=[O:37])[N:21]([O:22][CH2:23][C:24]1[CH:25]=[CH:26][CH:27]=[CH:28][CH:29]=1)[CH2:20][CH2:19][CH2:18][CH2:17][C:16](=[O:30])[N:9]([O:8][CH2:1][C:2]1[CH:3]=[CH:4][CH:5]=[CH:6][CH:7]=1)[CH2:10][CH2:11][CH2:12][CH2:13][C:14]#[N:15] |f:4.5|. Procedure: Compound (5) (2.44 g, 5.96 mmol) was reacted with 5-chlorovaleryl chloride (1.13 g, 7.29 mmol) in CH2Cl2 (150 mL) and 1N NaOH (200 mL) by the procedure used for (3). Silica gel column chromatography, eluting with 3% EtOH/CHCl3, gave (6) in quantitative yield as an oil: NMR δ 1.50-1.87 (m, 12H), 2.23-2.53 (m, 6H), 3.47 (t, 2H, J=6), 3.60 (t, 4H, J=6), 4.77 (s, 4H) , 7.33 (s, 10H) . Anal. (C29H38ClN3O4) C, H, N. Reactants: ClC=1C=C(C=CC1)C(CNC(CC1=CC2=C(OC(O2)(C(=O)O)C(=O)O)C=C1)C)O (5-{2-[2-(3-chloro-phenyl)-2-hydroxy-ethylamino]-propyl}-benzo[1,3]dioxole-2,2-dicarboxylic acid), C1(CCCC1)O (cyclopentanol). The product is C1(CCCC1)OC(=O)C1(OC2=C(O1)C=CC(=C2)CC(C)NCC(O)C2=CC(=CC=C2)Cl)C(=O)OC2CCCC2 (5-{2-[2-(3-Chloro-phenyl)-2-hydroxy-ethylamino]-propyl}-benzo[1,3]dioxole-2,2-dicarboxylic acid bis-(cyclopentyl) ester), O(CC)CC.Cl (Et2O hydrochloride). As a reaction SMILES: [Cl:1][C:2]1[CH:3]=[C:4]([CH:8]([OH:29])[CH2:9][NH:10][CH:11]([CH3:28])[CH2:12][C:13]2[CH:27]=[CH:26][C:16]3[O:17][C:18]([C:23]([OH:25])=[O:24])([C:20]([OH:22])=[O:21])[O:19][C:15]=3[CH:14]=2)[CH:5]=[CH:6][CH:7]=1.[CH:30]1(O)[CH2:34][CH2:33][CH2:32][CH2:31]1>>[CH:30]1([O:24][C:23]([C:18]2([C:20]([O:22][CH:30]3[CH2:34][CH2:33][CH2:32][CH2:31]3)=[O:21])[O:17][C:16]3[CH:26]=[CH:27][C:13]([CH2:12][CH:11]([NH:10][CH2:9][CH:8]([C:4]4[CH:5]=[CH:6][CH:7]=[C:2]([Cl:1])[CH:3]=4)[OH:29])[CH3:28])=[CH:14][C:15]=3[O:19]2)=[O:25])[CH2:34][CH2:33][CH2:32][CH2:31]1.[O:17]([CH2:18][CH3:20])[CH2:16][CH3:15].[ClH:1] |f:3.4|. Reported procedure: The title compound was prepared from 5-{2-[2-(3-chloro-phenyl)-2-hydroxy-ethylamino]-propyl}-benzo[1,3]dioxole-2,2-dicarboxylic acid and cyclopentanol as a yellow gum according to the procedure of Example 1, leaving out the final HCl(g) /Et2O hydrochloride salt forming step: 1H NMR (300 MHz, CDCl3): δ 1.07 (d, J=6.2 Hz, 3H), 1.50-2.00 (complex m, 16H), 2.52-2.70 (complex m, 3H), 2.85-2.95 (m, 2H), 4.55-4.65 (m, 1H), 5.29-5.38 (m, 2H), 6.65-6.72 (m, 1H), 6.76 (s, 1H), 6.84 (d, J=8.0 Hz, 1H), 7.18... The reactants are O1CCOC2=C1C=CC(=C2)S(=O)(=O)N(CC(C)C)C[C@@H]2[C@@H](N(C(O2)(C)C)C(=O)O[C@H]2CO[C@H]1OCC[C@H]12)CC1=CC=C(C=C1)OCC1=NC=CC=C1 ((3R,3aS,6aR)-hexahydrofuro[2,3-b]furan-3-yl (4S,5R)-5-{[(2,3-dihydro-1,4-benzodioxin-6-ylsulfonyl)(isobutyl)amino]methyl}-2,2-dimethyl-4-[4-(2-pyridinylmethoxy)benzyl]-1,3-oxazolidine-3-carboxylate), [OH-].[Na+] (sodium hydroxide). Reaction conditions: time 2 hour. As a reaction SMILES: [O:1]1[C:6]2[CH:7]=[CH:8][C:9]([S:11]([N:14]([CH2:19][C@H:20]3[O:24]C(C)(C)[N:22]([C:27]([O:29][C@@H:30]4[C@H:37]5[C@H:33]([O:34][CH2:35][CH2:36]5)[O:32][CH2:31]4)=[O:28])[C@H:21]3[CH2:38][C:39]3[CH:44]=[CH:43][C:42]([O:45][CH2:46][C:47]4[CH:52]=[CH:51][CH:50]=[CH:49][N:48]=4)=[CH:41][CH:40]=3)[CH2:15][CH:16]([CH3:18])[CH3:17])(=[O:13])=[O:12])=[CH:10][C:5]=2[O:4][CH2:3][CH2:2]1.[OH-].[Na+]>C(O)(C)C.Cl>[O:1]1[C:6]2[CH:7]=[CH:8][C:9]([S:11]([N:14]([CH2:15][CH:16]([CH3:18])[CH3:17])[CH2:19][C@@H:20]([OH:24])[C@@H:21]([NH:22][C:27](=[O:28])[O:29][C@@H:30]3[C@H:37]4[C@H:33]([O:34][CH2:35][CH2:36]4)[O:32][CH2:31]3)[CH2:38][C:39]3[CH:40]=[CH:41][C:42]([O:45][CH2:46][C:47]4[CH:52]=[CH:51][CH:50]=[CH:49][N:48]=4)=[CH:43][CH:44]=3)(=[O:13])=[O:12])=[CH:10][C:5]=2[O:4][CH2:3][CH2:2]1 |f:1.2|. Procedure: 70 mg of (3R,3aS,6aR)-hexahydrofuro[2,3-b]furan-3-yl (4S,5R)-5-{[(2,3-dihydro-1,4-benzodioxin-6-ylsulfonyl)(isobutyl)amino]methyl}-2,2-dimethyl-4-[4-(2-pyridinylmethoxy)benzyl]-1,3-oxazolidine-3-carboxylate were dissolved in 15 mL of isopropanol and 5 mL of concentrated hydrochloric acid. After 2 h, the reaction was treated with excess 3N sodium hydroxide and extracted with ethyl acetate. Evaporation of the solvent gave 67 mg of the desired product. 1H NMR: 0.83(6H,dd), 1.4-1.8(4H,m), 2.6-3.2(7H... Yield: 101.2%. Solvent: C(C)(C)O (isopropanol), Cl (hydrochloric acid). Yields the product O1CCOC2=C1C=CC(=C2)S(=O)(=O)N(C[C@H]([C@H](CC2=CC=C(C=C2)OCC2=NC=CC=C2)NC(O[C@H]2CO[C@H]1OCC[C@H]12)=O)O)CC(C)C ((3R,3aS,6aR)-hexahydrofuro[2,3-b]furan-3-yl (1S,2R)-3-[(2,3-dihydro-1,4-benzodioxin-6-ylsulfonyl)(isobutyl)amino]-2-hydroxy-1-[4-(2-pyridinylmethoxy)benzyl]propylcarbamate). Starting materials: ice, ON1C(=O)CCC1=O (HOSu), C1CCC(CC1)N=C=NC2CCCCC2 (DCC), N1[C@H](CO)CCC1 (L-prolinol), C(C)(C)(C)OC(=O)N[C@@H](CC1=CC=C(C=C1)O)C(=O)O (t-butyloxycarbonyltyrosine). Solvent: C1CCOC1 (THF), C1CCOC1 (THF). Reaction conditions: temperature 4 celsius, time 21 hour. The product is C(C)(C)(C)OC(=O)N[C@@H](CC1=CC=C(C=C1)O)C(=O)N1[C@H](C=O)CCC1 (t-butyloxycarbonyl-tyrosyl-prolinal). As a reaction SMILES: [C:1]([O:5][C:6]([NH:8][C@H:9]([C:18]([OH:20])=O)[CH2:10][C:11]1[CH:16]=[CH:15][C:14]([OH:17])=[CH:13][CH:12]=1)=[O:7])([CH3:4])([CH3:3])[CH3:2].ON1C(=O)CCC1=O.C1CCC(N=C=NC2CCCCC2)CC1.[NH:44]1[CH2:50][CH2:49][CH2:48][C@H:45]1[CH2:46][OH:47]>C1COCC1>[C:1]([O:5][C:6]([NH:8][C@H:9]([C:18]([N:44]1[CH2:50][CH2:49][CH2:48][C@H:45]1[CH:46]=[O:47])=[O:20])[CH2:10][C:11]1[CH:12]=[CH:13][C:14]([OH:17])=[CH:15][CH:16]=1)=[O:7])([CH3:2])([CH3:3])[CH3:4]. Procedure details: In 200 ml of THF was dissolved 28.1 g of t-butyloxycarbonyltyrosine. To this solution were added under cooling with edible salt and ice 11.5 g of HOSu and 20.6 of DCC, and the mixture was stirred for 21 hours at 4° C. The reaction liquid was filtered and the filtrate was evaporated whereby a semi-solid substance was obtained. This substance was recrystallized from chloroform to obtain a white solid substance which was then dissolved in 500 ml of THF. To this solution was added 6.0 g of L-prolino... The reactants are 4-hydroxy-acetophenone, C=1(C(=CC=CC1)C)C (xylol), C([O-])([O-])=O.[K+].[K+] (potassium carbonate), C(C)OC(C=C(C)C)OCC (1,1-diethoxy-3-methyl-2-butene), C(C)O (ethanol). Run at temperature 140 celsius, time 18 hour. Product: C(C)(=O)C=1C=CC2=C(C=CC(O2)(C)C)C1 (6-acetyl-2,2-dimethyl-2H-1-benzopyran). Isolated yield 71.3%. RXN SMILES: [C:1](=[O:4])([O-])[O-].[K+].[K+].C(O[CH:10](OCC)[CH:11]=[C:12]([CH3:14])[CH3:13])C.[CH2:18]([OH:20])[CH3:19].[C:21]1(C)[C:22](C)=[CH:23]C=[CH:25][CH:26]=1>>[C:18]([C:21]1[CH:26]=[CH:25][C:1]2[O:4][C:12]([CH3:13])([CH3:14])[CH:11]=[CH:10][C:23]=2[CH:22]=1)(=[O:20])[CH3:19] |f:0.1.2|. Procedure: 83.8 g 4-hydroxy-acetophenone and 0.576 g anhydrous potassium carbonate were placed in 600 ml xylol in a argon atmosphere and heated to 140° C. 162.3 g 1,1-diethoxy-3-methyl-2-butene (77.9% in ethanol) was added in drops over 5 hours to this boiling solution with continuous distillation of the ethanol formed. After the solution had been stirred for 18 hours at 140° C., it was cooled to 20° C. and the organic phase was washed with 200 ml NaOH (5%) and concentrated in a vacuum. The raw product (or...